Dataset: the Open Reaction Database (ORD), a public repository of structured organic reaction records. Task: describe an organic reaction: reactants, conditions, products, and yield Reactants: COc1ccc(Cn2ncc3c(N(CCN4CCOCC4)c4ccc([N+](=O)[O-])cc4F)ccnc32)cc1, CCO. The product is COc1ccc(Cn2ncc3c(N(CCN4CCOCC4)c4ccc(N)cc4F)ccnc32)cc1. As a reaction SMILES: [CH3:1][O:2][c:3]1[cH:4][cH:5][c:6]([CH2:7][n:8]2[n:9][cH:10][c:11]3[c:12]2[n:13][cH:14][cH:15][c:16]3[N:17]([CH2:18][CH2:19][N:20]2[CH2:21][CH2:22][O:23][CH2:24][CH2:25]2)[c:26]2[c:27]([F:35])[cH:28][c:29]([N+:32]([O-:33])=[O:34])[cH:30][cH:31]2)[cH:36][cH:37]1.[CH3:38][CH2:39][OH:40]>>[CH3:1][O:2][c:3]1[cH:4][cH:5][c:6]([CH2:7][n:8]2[n:9][cH:10][c:11]3[c:12]2[n:13][cH:14][cH:15][c:16]3[N:17]([CH2:18][CH2:19][N:20]2[CH2:21][CH2:22][O:23][CH2:24][CH2:25]2)[c:26]2[c:27]([F:35])[cH:28][c:29]([NH2:32])[cH:30][cH:31]2)[cH:36][cH:37]1.